Dataset: the Open Reaction Database (ORD), a public repository of structured organic reaction records. Task: describe an organic reaction: reactants, conditions, products, and yield The reactants are C(=NC1CCCCC1)=NC1CCCCC1, NOCc1ccccc1, C1CCOC1, On1nnc2ccccc21, O=C(O)CNS(=O)(=O)c1ccc(N2CCC(c3ccccc3)CC2)cc1. Yields the product O=C(CNS(=O)(=O)c1ccc(N2CCC(c3ccccc3)CC2)cc1)NOCc1ccccc1. RXN SMILES: [CH2:37]1[CH2:38][CH2:39][CH:40]([N:41]=[C:42]=[N:43][CH:44]2[CH2:45][CH2:46][CH2:47][CH2:48][CH2:49]2)[CH2:50][CH2:51]1.[CH2:52]([c:53]1[cH:54][cH:55][cH:56][cH:57][cH:58]1)[O:59][NH2:60].[O:61]1[CH2:62][CH2:63][CH2:64][CH2:65]1.[OH:27][n:28]1[c:29]2[cH:30][cH:31][cH:32][cH:33][c:34]2[n:35][n:36]1.[c:1]1([CH:7]2[CH2:8][CH2:9][N:10]([c:13]3[cH:14][cH:15][c:16]([S:19](=[O:20])(=[O:21])[NH:22][CH2:23][C:24](=[O:25])[OH:26])[cH:17][cH:18]3)[CH2:11][CH2:12]2)[cH:2][cH:3][cH:4][cH:5][cH:6]1>>[c:1]1([CH:7]2[CH2:8][CH2:9][N:10]([c:13]3[cH:14][cH:15][c:16]([S:19](=[O:20])(=[O:21])[NH:22][CH2:23][C:24](=[O:26])[NH:60][O:59][CH2:52][c:53]4[cH:54][cH:55][cH:56][cH:57][cH:58]4)[cH:17][cH:18]3)[CH2:11][CH2:12]2)[cH:2][cH:3][cH:4][cH:5][cH:6]1. The reactants are resin, N([C@@H](CO)C(=O)O)C(=O)OCC1C2=CC=CC=C2C2=CC=CC=C12 (N-Fmoc-L-Ala(OH)), N1=CC=C(C=C1)C=O (4-pyridinecarboxaldehyde), FC(S(=O)(=O)C1=CC=C(N)C=C1)(F)F (4-(trifluoromethanesulfonyl)aniline). Yields the product FC(C(=O)O)(F)F.C[C@H]1C(N(C(N1CC1=CC=NC=C1)=O)C1=CC=C(C=C1)S(=O)(=O)C(F)(F)F)=O ((S)-5-methyl-1-pyrid-4-ylmethyl-3-(4-trifluoromethanesulfonylphenyl)imidazolidine-2,4-dione trifluoroacetate). Reaction SMILES: [NH:1]([C:8](OCC1C2C(=CC=CC=2)C2C1=CC=CC=2)=[O:9])[C@H:2]([C:5]([OH:7])=[O:6])[CH2:3][OH:4].[N:25]1[CH:30]=[CH:29][C:28]([CH:31]=O)=[CH:27][CH:26]=1.[F:33][C:34]([F:46])([F:45])[S:35]([C:38]1[CH:44]=[CH:43][C:41]([NH2:42])=[CH:40][CH:39]=1)(=[O:37])=[O:36]>>[F:33][C:34]([F:46])([F:45])[C:5]([OH:7])=[O:6].[CH3:5][C@@H:2]1[N:1]([CH2:31][C:28]2[CH:27]=[CH:26][N:25]=[CH:30][CH:29]=2)[C:8](=[O:9])[N:42]([C:41]2[CH:43]=[CH:44][C:38]([S:35]([C:34]([F:45])([F:33])[F:46])(=[O:36])=[O:37])=[CH:39][CH:40]=2)[C:3]1=[O:4] |f:3.4|. Procedure details: The compound is prepared from 0.025 mmol of resin, 0.075 mmol of N-Fmoc-L-Ala(OH), 0.125 mmol of 4-pyridinecarboxaldehyde and 0.0625 mmol of 4-(trifluoromethanesulfonyl)aniline, in the same way as in Example 1. After purification by preparative LC-MS, 5.6 mg of expected product are obtained. Reactants: O=C([O-])[O-], CNC1CCCCC1, CC#N, ClCc1ccc(Cl)nc1, [K+], [K+]. Product: CN(Cc1ccc(Cl)nc1)C1CCCCC1. Reaction SMILES: [C:18](=[O:19])([O-:20])[O-:21].[CH3:10][NH:11][CH:12]1[CH2:13][CH2:14][CH2:15][CH2:16][CH2:17]1.[CH3:24][C:25]#[N:26].[Cl:1][c:2]1[n:3][cH:4][c:5]([CH2:8][Cl:9])[cH:6][cH:7]1.[K+:22].[K+:23]>>[Cl:1][c:2]1[n:3][cH:4][c:5]([CH2:8][N:11]([CH3:10])[CH:12]2[CH2:13][CH2:14][CH2:15][CH2:16][CH2:17]2)[cH:6][cH:7]1. Starting materials: OC=1C(=C(C2=C(CCN(CC2)C)C1)SC1=CC=CC=C1)OC (8-hydroxy-7-methoxy-3-methyl-6-phenylthio-2,3,4,5-tetrahydro-1H-3-benzazepine), C(C)(=O)Br (acetyl bromide). Solvent: FC(C(=O)O)(F)F (trifluoroacetic acid). Yields the product C(C)(=O)OC=1C(=C(C2=C(CCN(CC2)C)C1)SC1=CC=CC=C1)OC (8-acetoxy-7-methoxy-3-methyl-6-phenylthio-2,3,4,5-tetrahydro-1H-3-benzazepine). Reaction SMILES: [OH:1][C:2]1[C:3]([O:21][CH3:22])=[C:4]([S:14][C:15]2[CH:20]=[CH:19][CH:18]=[CH:17][CH:16]=2)[C:5]2[CH2:11][CH2:10][N:9]([CH3:12])[CH2:8][CH2:7][C:6]=2[CH:13]=1.[C:23](Br)(=[O:25])[CH3:24]>FC(F)(F)C(O)=O>[C:23]([O:1][C:2]1[C:3]([O:21][CH3:22])=[C:4]([S:14][C:15]2[CH:20]=[CH:19][CH:18]=[CH:17][CH:16]=2)[C:5]2[CH2:11][CH2:10][N:9]([CH3:12])[CH2:8][CH2:7][C:6]=2[CH:13]=1)(=[O:25])[CH3:24]. Reported procedure: Reaction of 8-hydroxy-7-methoxy-3-methyl-6-phenylthio-2,3,4,5-tetrahydro-1H-3-benzazepine with acetyl bromide in trifluoroacetic acid gave 8-acetoxy-7-methoxy-3-methyl-6-phenylthio-2,3,4,5-tetrahydro-1H-3-benzazepine; hydrochloride salt m.p. 240°-241° C.